From a dataset of the Open Reaction Database (ORD), a public repository of structured organic reaction records. describe an organic reaction: reactants, conditions, products, and yield Starting materials: CC=1C(C2=CC3=CC4=CC5=CC=6C(C(=C(C(C6C=C5C=C4C=C3C=C2C(C1C)=O)=O)C)C)=O)=O (2,3,10,11-tetramethyl-1,4,9,12-hexacenetetrone), NC1=CC=CC=C1 (aniline), N12CCN(CC1)CC2 (1,4-diazabicyclo[2.2.2]octane). The reagents and catalysts are Cl[Ti](Cl)(Cl)Cl (TiCl4). Run in ClC1=CC=CC=C1 (chlorobenzene), ClC1=CC=CC=C1 (chlorobenzene). Conditions: temperature 125 celsius, time 1.5 hour. Yields the product C1(=CC=CC=C1)N=C1C(=C(C(C2=CC3=CC4=CC5=CC=6C(C(=C(C(C6C=C5C=C4C=C3C=C12)=NC1=CC=CC=C1)C)C)=NC1=CC=CC=C1)=NC1=CC=CC=C1)C)C (N,N′,N″,N′″-tetraphenyl-2,3,10,11-tetramethyl-1,4,9,12-hexacenetetrone tetraimine). Isolated yield 56.5%. As a reaction SMILES: [CH3:1][C:2]1[C:3](=O)[C:4]2[C:25]([C:26](=O)[C:27]=1[CH3:28])=[CH:24][C:23]1[C:6](=[CH:7][C:8]3[C:21]([CH:22]=1)=[CH:20][C:19]1[C:10](=[CH:11][C:12]4[C:13](=O)[C:14]([CH3:32])=[C:15]([CH3:31])[C:16](=O)[C:17]=4[CH:18]=1)[CH:9]=3)[CH:5]=2.[NH2:35][C:36]1[CH:41]=[CH:40][CH:39]=[CH:38][CH:37]=1.[N:42]12[CH2:49][CH2:48]N(CC1)CC2>ClC1C=CC=CC=1.Cl[Ti](Cl)(Cl)Cl>[C:36]1([N:35]=[C:16]2[C:17]3[C:12](=[CH:11][C:10]4[C:19]([CH:18]=3)=[CH:20][C:21]3[C:8](=[CH:7][C:6]5[C:23]([CH:22]=3)=[CH:24][C:25]3[C:26](=[N:35][C:36]6[CH:41]=[CH:40][CH:39]=[CH:38][CH:37]=6)[C:27]([CH3:28])=[C:2]([CH3:1])[C:3](=[N:35][C:36]6[CH:41]=[CH:40][CH:39]=[CH:38][CH:37]=6)[C:4]=3[CH:5]=5)[CH:9]=4)[C:13](=[N:42][C:49]3[CH:48]=[CH:26][CH:27]=[CH:2][CH:1]=3)[C:14]([CH3:32])=[C:15]2[CH3:31])[CH:41]=[CH:40][CH:39]=[CH:38][CH:37]=1. Procedure details: A solution of TiCl4 (0.15 ml, 1.4 mmol) dissolved in chlorobenzene (5 ml) was slowly added at 75° C. to a mixture of the crude hexacenetetrone (10) (0.118 g), aniline (0.15 ml, 1.6 mmol) and 1,4-diazabicyclo[2.2.2]octane (DABCO) (0.900 g, 8.0 mmol) dissolved in chlorobenzene (20 ml). The reaction mixture was then stirred for 1.5 hours at 125° C. This reaction mixture was then concentrated by passing through a silica gel column (CHCl3). The residue was again dissolved in CHCl3 and re-precipitated...